This data is from the Open Reaction Database (ORD), a public repository of structured organic reaction records. The task is: describe an organic reaction: reactants, conditions, products, and yield Starting materials: Cl (hydrogen chloride), N1C(NC2=C1C=CC=C2)=O (benzimidazolin-2-one). Solvent: P(=O)(Cl)(Cl)Cl (phosphoryl chloride). Product: N1C(NC2=C1C=CC=C2)=O (benzimidazolin-2-one), ClC=1NC2=C(N1)C=CC=C2 (2-chlorobenzimidazole). RXN SMILES: [NH:1]1[C:5]2[CH:6]=[CH:7][CH:8]=[CH:9][C:4]=2[NH:3][C:2]1=[O:10].[ClH:11]>P(Cl)(Cl)(Cl)=O>[NH:1]1[C:5]2[CH:6]=[CH:7][CH:8]=[CH:9][C:4]=2[NH:3][C:2]1=[O:10].[Cl:11][C:2]1[NH:3][C:4]2[CH:9]=[CH:8][CH:7]=[CH:6][C:5]=2[N:1]=1. Procedure: Following the procedure of Harrison et al., J.Chem.Soc., 1963, 2930-2937, 15 g benzimidazolin-2-one is boiled under reflux for 31/2 hours with 150 ml phosphoryl chloride, dry hydrogen chloride being passed through the refluxing mixture for the last three hours of the reaction. The excess phosphoryl chloride is removed at about 40 mm and the residue treated with about 40 ml of ice water. The cold acid solution is filtered, and the insoluble unreacted benzimidolin-2-one is washed with dilute hydro...